This data is from the Open Reaction Database (ORD), a public repository of structured organic reaction records. The task is: describe an organic reaction: reactants, conditions, products, and yield Starting materials: C1(CCCCC1)N1C[C@H]([C@@H](C1)O)N(C(C1=CC=C(C=C1)[N+](=O)[O-])=O)C (trans-N-(1-cyclohexyl-4-hydroxy-3-pyrrolidinyl)-N-methyl-4-nitrobenzamide). Reagents/catalysts: [Pt]=O (platinum oxide). Solvent: C(C)O (ethanol). Reaction conditions: time 1 hour. The product is NC1=CC=C(C(=O)N(C)[C@@H]2CN(C[C@H]2O)C2CCCCC2)C=C1 (Trans-4-amino-N-(1-cyclohexyl-4-hydroxy-3-pyrrolidinyl)-N-methylbenzamide). RXN SMILES: [CH:1]1([N:7]2[CH2:11][C@@H:10]([OH:12])[C@H:9]([N:13]([CH3:25])[C:14](=[O:24])[C:15]3[CH:20]=[CH:19][C:18]([N+:21]([O-])=O)=[CH:17][CH:16]=3)[CH2:8]2)[CH2:6][CH2:5][CH2:4][CH2:3][CH2:2]1>C(O)C.[Pt]=O>[NH2:21][C:18]1[CH:17]=[CH:16][C:15]([C:14]([N:13]([C@H:9]2[C@H:10]([OH:12])[CH2:11][N:7]([CH:1]3[CH2:6][CH2:5][CH2:4][CH2:3][CH2:2]3)[CH2:8]2)[CH3:25])=[O:24])=[CH:20][CH:19]=1. Procedure details: A solution of 44 g of trans-N-(1-cyclohexyl-4-hydroxy-3-pyrrolidinyl)-N-methyl-4-nitrobenzamide in 600 ml of absolute ethanol was treated with a catalytic amount of platinum oxide and shaken in the Parr apparatus under hydrogen for one hour. The suspension was filtered and the filtrate evaporated under vacuum. The residue crystallized from a benzene-cyclohexane mixture and was recrystallized from toluene. The yield was 39.6 g (99%); m.p. 180.0°-182.5° C. Reactants: ClCCCS(=O)(=O)NCC(COC(NCCCCCCCCCCCCCCCCCC)=O)OC1=NOC=C1 (3-(3-Chloropropylsulfonylamino)-2-(3-isoxazolyloxy)-1-octadecylcarbamoyloxypropane), C(CCCCCCCCCCCCCCC)SCC(CNS(=O)(=O)CCCI)OC (1-hexadecylthio-3-(3-iodopropylsulfonylamino)-2-methoxypropane). Product: C(CCCCCCCCCCCCCCC)SCC(CNS(=O)(=O)CCCI)COC (1-hexadecylthio-3-(3-iodopropylsulfonylamino)-2-methoxymethylpropane). RXN SMILES: ClCCCS(NCC(OC1C=CON=1)[CH2:11][O:12][C:13](=O)NCCCCCCCCCCCCCCCCCC)(=O)=O.[CH2:40]([S:56][CH2:57][CH:58](OC)[CH2:59][NH:60][S:61]([CH2:64][CH2:65][CH2:66][I:67])(=[O:63])=[O:62])[CH2:41][CH2:42][CH2:43][CH2:44][CH2:45][CH2:46][CH2:47][CH2:48][CH2:49][CH2:50][CH2:51][CH2:52][CH2:53][CH2:54][CH3:55]>>[CH2:40]([S:56][CH2:57][CH:58]([CH2:11][O:12][CH3:13])[CH2:59][NH:60][S:61]([CH2:64][CH2:65][CH2:66][I:67])(=[O:62])=[O:63])[CH2:41][CH2:42][CH2:43][CH2:44][CH2:45][CH2:46][CH2:47][CH2:48][CH2:49][CH2:50][CH2:51][CH2:52][CH2:53][CH2:54][CH3:55]. Procedure: 3-(3-Chloropropylsulfonylamino)-1-hexadecylthio-2-methoxymethylpropane III k3 is allowed to react and worked up by the same procedure as described in (5). The summary of the experimental condition and the physical data of the product are listed in Table 8. Starting materials: FC1=CC=C(C=C1)C1=NC(=NC(=C1)O)C (4-(4-fluorophenyl)-6-hydroxy-2-methylpyrimidine), P(=O)(Cl)(Cl)Cl (phosphorus oxychloride), N (ammonia). Run in O (water). Product: ClC1=NC(=NC(=C1)C1=CC=C(C=C1)F)C (4-Chloro-6-(4-fluorophenyl)-2-methylpyrimidine). Reaction SMILES: [F:1][C:2]1[CH:7]=[CH:6][C:5]([C:8]2[CH:13]=[C:12](O)[N:11]=[C:10]([CH3:15])[N:9]=2)=[CH:4][CH:3]=1.P(Cl)(Cl)([Cl:18])=O.N>O>[Cl:18][C:12]1[CH:13]=[C:8]([C:5]2[CH:6]=[CH:7][C:2]([F:1])=[CH:3][CH:4]=2)[N:9]=[C:10]([CH3:15])[N:11]=1. Reported procedure: To 21 g of 4-(4-fluorophenyl)-6-hydroxy-2-methylpyrimidine was added 63 ml of phosphorus oxychloride and the mixture was refluxed for 1 hour. This reaction mixture was cooled, poured into iced water, and neutralized with 28% aqueous ammonia and the crystals that separated out were collected by filtration. The crystals were washed with water and dried to provide 21 g of the title compound. Starting materials: CC=Cc1cc(C(=O)OC)ccc1N1CCN(CCOCc2ccccc2)CC1, CO, Cl, [Na+], [OH-]. Product: CC=Cc1cc(C(=O)O)ccc1N1CCN(CCOCc2ccccc2)CC1. RXN SMILES: [CH2:1]([c:2]1[cH:3][cH:4][cH:5][cH:6][cH:7]1)[O:8][CH2:9][CH2:10][N:11]1[CH2:12][CH2:13][N:14]([c:17]2[c:18]([CH:27]=[CH:28][CH3:29])[cH:19][c:20]([C:21](=[O:22])[O:23][CH3:24])[cH:25][cH:26]2)[CH2:15][CH2:16]1.[CH3:33][OH:34].[ClH:32].[Na+:31].[OH-:30]>>[CH2:1]([c:2]1[cH:3][cH:4][cH:5][cH:6][cH:7]1)[O:8][CH2:9][CH2:10][N:11]1[CH2:12][CH2:13][N:14]([c:17]2[c:18]([CH:27]=[CH:28][CH3:29])[cH:19][c:20]([C:21](=[O:22])[OH:23])[cH:25][cH:26]2)[CH2:15][CH2:16]1. The reactants are BrN1C(CCC1=O)=O (N-bromosuccinimide), S(=S)(=O)([O-])[O-].[Na+].[Na+] (sodium thiosulfate), BrCCC1=CC=C(C=C1)NCC(=O)OCC (ethyl N-[4-(2-bromo-ethyl)phenyl]aminoacetate). Product: BrC1=C(C=CC(=C1)CCBr)NCC(=O)OCC (Ethyl N-[2-bromo-4-(2-bromoethyl)phenyl]aminoacetate). As a reaction SMILES: [Br:1]N1C(=O)CCC1=O.S([O-])([O-])(=O)=S.[Na+].[Na+].[Br:16][CH2:17][CH2:18][C:19]1[CH:24]=[CH:23][C:22]([NH:25][CH2:26][C:27]([O:29][CH2:30][CH3:31])=[O:28])=[CH:21][CH:20]=1>>[Br:1][C:23]1[CH:24]=[C:19]([CH2:18][CH2:17][Br:16])[CH:20]=[CH:21][C:22]=1[NH:25][CH2:26][C:27]([O:29][CH2:30][CH3:31])=[O:28] |f:1.2.3|. Reported procedure: Ethyl N-[2-bromo-4-(2-bromoethyl)phenyl]aminoacetate was prepared according to a similar manner to that described in Reference Example 6 using 1 molar equivalent of both N-bromosuccinimide and 0.4M aqueous sodium thiosulfate solution to ethyl N-[4-(2-bromo-ethyl)phenyl]aminoacetate. Reactants: CC(C)(C)OC(=O)NC1CCC(CNc2nc(NCc3ccccc3OC(F)(F)F)ncc2C#Cc2ccccc2)CC1, ClCCl, O=C(O)C(F)(F)F. The product is NC1CCC(CNc2nc(NCc3ccccc3OC(F)(F)F)ncc2C#Cc2ccccc2)CC1. RXN SMILES: [C:1]([O:2][C:3](=[O:4])[NH:7][CH:8]1[CH2:9][CH2:10][CH:11]([CH2:14][NH:15][c:16]2[n:17][c:18]([NH:30][CH2:31][c:32]3[c:33]([O:38][C:39]([F:40])([F:41])[F:42])[cH:34][cH:35][cH:36][cH:37]3)[n:19][cH:20][c:21]2[C:22]#[C:23][c:24]2[cH:25][cH:26][cH:27][cH:28][cH:29]2)[CH2:12][CH2:13]1)([CH3:5])([CH3:6])[CH3:43].[Cl:51][CH2:52][Cl:53].[F:44][C:45]([F:46])([F:47])[C:48]([OH:49])=[O:50]>>[NH2:7][CH:8]1[CH2:9][CH2:10][CH:11]([CH2:14][NH:15][c:16]2[n:17][c:18]([NH:30][CH2:31][c:32]3[c:33]([O:38][C:39]([F:40])([F:41])[F:42])[cH:34][cH:35][cH:36][cH:37]3)[n:19][cH:20][c:21]2[C:22]#[C:23][c:24]2[cH:25][cH:26][cH:27][cH:28][cH:29]2)[CH2:12][CH2:13]1. Starting materials: FC1=CC=C(C=C1)OC(N(C)[C@H]1CNC[C@@H]1C1=CC(=C(C=C1)Cl)Cl)=O (rac-[(3R,4S)-4-(3,4-dichloro-phenyl)-pyrrolidin-3-yl]-methyl-carbamic acid 4-fluoro-phenyl ester), C(CCC(=O)N)(=O)O (succinamic acid). The product is FC1=CC=C(C=C1)OC(N(C)[C@H]1CN(C[C@@H]1C1=CC(=C(C=C1)Cl)Cl)C(CCC(N)=O)=O)=O (rac-[(3R,4S)-1-(3-carbamoyl-propionyl)-4-(3,4-dichloro-phenyl)-pyrrolidin-3-yl]-methyl-carbamic acid 4-fluoro-phenyl ester). RXN SMILES: [F:1][C:2]1[CH:7]=[CH:6][C:5]([O:8][C:9](=[O:25])[N:10]([C@@H:12]2[C@@H:16]([C:17]3[CH:22]=[CH:21][C:20]([Cl:23])=[C:19]([Cl:24])[CH:18]=3)[CH2:15][NH:14][CH2:13]2)[CH3:11])=[CH:4][CH:3]=1.[C:26](O)(=[O:32])[CH2:27][CH2:28][C:29]([NH2:31])=[O:30]>>[F:1][C:2]1[CH:7]=[CH:6][C:5]([O:8][C:9](=[O:25])[N:10]([C@@H:12]2[C@@H:16]([C:17]3[CH:22]=[CH:21][C:20]([Cl:23])=[C:19]([Cl:24])[CH:18]=3)[CH2:15][N:14]([C:26](=[O:32])[CH2:27][CH2:28][C:29](=[O:30])[NH2:31])[CH2:13]2)[CH3:11])=[CH:4][CH:3]=1. Reported procedure: In analogy to the procedure described for the synthesis of example 44 (step c), the title compound rac-[(3R,4S)-1-(3-carbamoyl-propionyl)-4-(3,4-dichloro-phenyl)-pyrrolidin-3-yl]-methyl-carbamic acid 4-fluoro-phenyl ester was prepared from rac-[(3R,4S)-4-(3,4-dichloro-phenyl)-pyrrolidin-3-yl]-methyl-carbamic acid 4-fluoro-phenyl ester instead of rac-{4-[(3S,4R)-3-(3,4-dichloro-phenyl)-4-methylamino-pyrrolidine-1-carbonyl]-piperidin-1-yl}-(1-methyl-cyclopropyl)-methanone using succinamic acid ins... The reactants are NCC1=CN(C2=CC(=CC=C2C1=O)Cl)C1=CC=CC=C1 (3-(aminomethyl)-7-chloro-1-phenylquinolin-4(1H)-one), ClC(=O)OC1=CC=CC=C1 (phenyl chloroformate), C(C)(C)N(C(C)C)CC (N,N-diisopropylethylamine). The solvent is C(Cl)Cl (CH2Cl2). Run at time 1 hour. Yields the product C1(=CC=CC=C1)OC(NCC1=CN(C2=CC(=CC=C2C1=O)Cl)C1=CC=CC=C1)=O ((7-chloro-4-oxo-1-phenyl-1,4-dihydro-quinolin-3-ylmethyl)-carbamic acid phenyl ester). Reaction SMILES: [NH2:1][CH2:2][C:3]1[C:12](=[O:13])[C:11]2[C:6](=[CH:7][C:8]([Cl:14])=[CH:9][CH:10]=2)[N:5]([C:15]2[CH:20]=[CH:19][CH:18]=[CH:17][CH:16]=2)[CH:4]=1.Cl[C:22]([O:24][C:25]1[CH:30]=[CH:29][CH:28]=[CH:27][CH:26]=1)=[O:23].C(N(CC)C(C)C)(C)C>C(Cl)Cl>[C:25]1([O:24][C:22](=[O:23])[NH:1][CH2:2][C:3]2[C:12](=[O:13])[C:11]3[C:6](=[CH:7][C:8]([Cl:14])=[CH:9][CH:10]=3)[N:5]([C:15]3[CH:16]=[CH:17][CH:18]=[CH:19][CH:20]=3)[CH:4]=2)[CH:30]=[CH:29][CH:28]=[CH:27][CH:26]=1. Procedure details: In a 10 mL round-bottomed flask, 3-(aminomethyl)-7-chloro-1-phenylquinolin-4(1H)-one intermediate D (0.05 g, 0.176 mmol), phenyl chloroformate (27.5 mg, 0.176 mmol) and N,N-diisopropylethylamine (68.1 mg, 92.0 μL, 0.527 mmol) were combined with CH2Cl2 (3 mL). The reaction mixture was stirred at room temperature for 1 hr. The reaction mixture was concentrated, then the crude product was purified using preparative reverse-phase HPLC to provide (7-chloro-4-oxo-1-phenyl-1,4-dihydro-quinolin-3-ylmeth...